This data is from the Open Reaction Database (ORD), a public repository of structured organic reaction records. The task is: describe an organic reaction: reactants, conditions, products, and yield Starting materials: CC(C)(C)[Si](C)(C)OCCCn1ccc2c(CC#N)cccc21, CC(C)(C)O, CCOC(C)=O, [K+], [OH-]. Yields the product CC(C)(C)[Si](C)(C)OCCCn1ccc2c(CC(N)=O)cccc21. As a reaction SMILES: [C:1]([CH3:2])([CH3:3])([CH3:4])[Si:5]([O:6][CH2:7][CH2:8][CH2:9][n:10]1[cH:11][cH:12][c:13]2[c:14]([CH2:19][C:20]#[N:21])[cH:15][cH:16][cH:17][c:18]12)([CH3:22])[CH3:23].[CH3:24][C:25]([CH3:26])([CH3:27])[OH:28].[CH3:31][CH2:32][O:33][C:34](=[O:35])[CH3:36].[K+:30].[OH-:29]>>[C:1]([CH3:2])([CH3:3])([CH3:4])[Si:5]([O:6][CH2:7][CH2:8][CH2:9][n:10]1[cH:11][cH:12][c:13]2[c:14]([CH2:19][C:20]([NH2:21])=[O:28])[cH:15][cH:16][cH:17][c:18]12)([CH3:22])[CH3:23]. The reactants are NC(=O)CCC(=O)NBr, O=C(OOC(=O)c1ccccc1)c1ccccc1, ClC(Cl)Cl, O=C1OCc2cc(Cl)c(Cl)cc21. Yields the product O=C1OC(Br)c2cc(Cl)c(Cl)cc21. Reaction SMILES: [Br:13][NH:14][C:15](=[O:16])[CH2:17][CH2:18][C:19]([NH2:20])=[O:21].[C:22]([O:23][O:24][C:25](=[O:26])[c:27]1[cH:28][cH:29][cH:30][cH:31][cH:32]1)(=[O:33])[c:34]1[cH:35][cH:36][cH:37][cH:38][cH:39]1.[CH:40]([Cl:41])([Cl:42])[Cl:43].[Cl:1][c:2]1[cH:3][c:4]2[c:8]([cH:9][c:10]1[Cl:11])[C:7](=[O:12])[O:6][CH2:5]2>>[Cl:1][c:2]1[cH:3][c:4]2[c:8]([cH:9][c:10]1[Cl:11])[C:7](=[O:12])[O:6][CH:5]2[Br:13]. The reactants are ClC=1C=C2C(=C(C=NC2=CC1)C(=O)OCC)O (6-chloro-4-hydroxyquinoline-3-carboxylic acid, ethyl ester), S(=O)(Cl)Cl (thionyl chloride). Yields the product ClC1=C(C=NC2=CC=C(C=C12)Cl)C(=O)OCC (4,6-Dichloroquinoline-3-carboxylic acid, ethyl ester). RXN SMILES: [Cl:1][C:2]1[CH:3]=[C:4]2[C:9](=[CH:10][CH:11]=1)[N:8]=[CH:7][C:6]([C:12]([O:14][CH2:15][CH3:16])=[O:13])=[C:5]2O.S(Cl)([Cl:20])=O>>[Cl:20][C:5]1[C:4]2[C:9](=[CH:10][CH:11]=[C:2]([Cl:1])[CH:3]=2)[N:8]=[CH:7][C:6]=1[C:12]([O:14][CH2:15][CH3:16])=[O:13]. Procedure: A mixture of 45.2 g. of 6-chloro-4-hydroxyquinoline-3-carboxylic acid, ethyl ester (0.18 mol.) and 250 ml. of thionyl chloride is refluxed for 20 hours. The excess thionyl chloride is then removed in vacuo, the residue treated with 200 ml. of water and the ester is extracted with ether. After washing the ethereal extract twice with water, it is dried with Na2SO4 and the solvent distilled off. The residual 4,6-dichloroquinoline-3-carboxylic acid, ethyl ester is triturated with petroleum ether (40...